From a dataset of the Open Reaction Database (ORD), a public repository of structured organic reaction records. describe an organic reaction: reactants, conditions, products, and yield The reactants are BrC1=COC2=C1C(=NC=C2)N (3-Bromofuro[3,2-c]pyridin-4-amine), FC1=C2CCN(C2=CC=C1B1OC(C(O1)(C)C)(C)C)C(=O)OC(C)(C)C (1,1-dimethylethyl 4-fluoro-5-(4,4,5,5-tetramethyl-1,3,2-dioxaborolan-2-yl)-2,3-dihydro-1H-indole-1-carboxylate), C([O-])(O)=O.[Na+] (sodium bicarbonate). The reagents and catalysts are C1=CC=C(C=C1)P([C-]2C=CC=C2)C3=CC=CC=C3.C1=CC=C(C=C1)P([C-]2C=CC=C2)C3=CC=CC=C3.Cl[Pd]Cl.[Fe+2].C(Cl)Cl (PdCl2(dppf) CH2Cl2). The solvent is O1CCOCC1 (1,4-Dioxane). Reaction conditions: temperature 100 celsius, time 15 hour. The product is NC1=NC=CC2=C1C(=CO2)C=2C(=C1CCN(C1=CC2)C(=O)OC(C)(C)C)F (1,1-dimethylethyl 5-(4-aminofuro[3,2-c]pyridin-3-yl)-4-fluoro-2,3-dihydro-1H-indole-1-carboxylate). Yield: 38.1%. Reaction SMILES: Br[C:2]1[C:6]2[C:7]([NH2:11])=[N:8][CH:9]=[CH:10][C:5]=2[O:4][CH:3]=1.[F:12][C:13]1[C:21](B2OC(C)(C)C(C)(C)O2)=[CH:20][CH:19]=[C:18]2[C:14]=1[CH2:15][CH2:16][N:17]2[C:31]([O:33][C:34]([CH3:37])([CH3:36])[CH3:35])=[O:32].C(=O)(O)[O-].[Na+]>C1C=CC(P(C2C=CC=CC=2)[C-]2C=CC=C2)=CC=1.C1C=CC(P(C2C=CC=CC=2)[C-]2C=CC=C2)=CC=1.Cl[Pd]Cl.[Fe+2].C(Cl)Cl.O1CCOCC1>[NH2:11][C:7]1[C:6]2[C:2]([C:21]3[C:13]([F:12])=[C:14]4[C:18](=[CH:19][CH:20]=3)[N:17]([C:31]([O:33][C:34]([CH3:36])([CH3:35])[CH3:37])=[O:32])[CH2:16][CH2:15]4)=[CH:3][O:4][C:5]=2[CH:10]=[CH:9][N:8]=1 |f:2.3,4.5.6.7.8|. Reported procedure: 3-Bromofuro[3,2-c]pyridin-4-amine (310 mg, 1.455 mmol), 1,1-dimethylethyl 4-fluoro-5-(4,4,5,5-tetramethyl-1,3,2-dioxaborolan-2-yl)-2,3-dihydro-1H-indole-1-carboxylate (577 mg, 1.589 mmol), PdCl2(dppf)-CH2Cl2 adduct (65 mg, 0.080 mmol), 1,4-Dioxane (15 mL), and saturated aqueous sodium bicarbonate (4.5 mL, 4.50 mmol) were added to a 200 mL flask equipped with a reflux condenser. The flask was evacuated and filled with nitrogen 4 times, and then the mixture was stirred at 100° C. under Nitrogen fo... Starting materials: CCO, OC1Cc2cc(Cl)c(N3CCCCC3)cc2O1, O=[Pt]. Yields the product Clc1cc2c(cc1N1CCCCC1)OCC2. RXN SMILES: [CH3:18][CH2:19][OH:20].[Cl:1][c:2]1[c:3]([N:12]2[CH2:13][CH2:14][CH2:15][CH2:16][CH2:17]2)[cH:4][c:5]2[c:6]([cH:11]1)[CH2:7][CH:8]([OH:10])[O:9]2.[Pt:21]=[O:22]>>[Cl:1][c:2]1[c:3]([N:12]2[CH2:13][CH2:14][CH2:15][CH2:16][CH2:17]2)[cH:4][c:5]2[c:6]([cH:11]1)[CH2:7][CH2:8][O:9]2. Starting materials: C1=NC=CC2=C(C=CC=C12)B(O)O (5-Isoquinolinylboronic acid), C([O-])([O-])=O.[K+].[K+] (potassium carbonate), BrC1=CC(=C2C=NNC2=C1)NC(=O)C=1N=C(SC1)C (N-(6-bromo-1H-indazol-4-yl)-2-methyl-1,3-thiazole-4-carboxamide). The reagents and catalysts are C1=CC=C(C=C1)P([C-]2C=CC=C2)C3=CC=CC=C3.C1=CC=C(C=C1)P([C-]2C=CC=C2)C3=CC=CC=C3.Cl[Pd]Cl.[Fe+2] (Pd(dppf)Cl2). Run in O1CCOCC1 (1,4-dioxane), O1CCOCC1 (1,4-dioxane). Conditions: temperature 150 celsius. Yields the product C1=NC=CC2=C(C=CC=C12)C1=CC(=C2C=NNC2=C1)NC(=O)C=1N=C(SC1)C (N-[6-(5-Isoquinolinyl)-1H-indazol-4-yl]-2-methyl-1,3-thiazole-4-carboxamide). As a reaction SMILES: [CH:1]1[C:10]2[C:5](=[C:6](B(O)O)[CH:7]=[CH:8][CH:9]=2)[CH:4]=[CH:3][N:2]=1.C(=O)([O-])[O-].[K+].[K+].Br[C:21]1[CH:29]=[C:28]2[C:24]([CH:25]=[N:26][NH:27]2)=[C:23]([NH:30][C:31]([C:33]2[N:34]=[C:35]([CH3:38])[S:36][CH:37]=2)=[O:32])[CH:22]=1>O1CCOCC1.C1C=CC(P(C2C=CC=CC=2)[C-]2C=CC=C2)=CC=1.C1C=CC(P(C2C=CC=CC=2)[C-]2C=CC=C2)=CC=1.Cl[Pd]Cl.[Fe+2]>[CH:1]1[C:10]2[C:5](=[C:6]([C:21]3[CH:29]=[C:28]4[C:24]([CH:25]=[N:26][NH:27]4)=[C:23]([NH:30][C:31]([C:33]4[N:34]=[C:35]([CH3:38])[S:36][CH:37]=4)=[O:32])[CH:22]=3)[CH:7]=[CH:8][CH:9]=2)[CH:4]=[CH:3][N:2]=1 |f:1.2.3,6.7.8.9|. Reported procedure: 5-Isoquinolinylboronic acid (21 mg), 0.6M potassium carbonate solution (200 μl) and Pd(dppf)Cl2 (10 mg) in 1,4-dioxane (1 ml) were treated with a solution of N-(6-bromo-1H-indazol-4-yl)-2-methyl-1,3-thiazole-4-carboxamide (40 mg) in 1,4-dioxane (1 ml). The reaction vessel was sealed and heated under microwave irradiation at 150° C. for 30 min. After cooling the solvent was removed in vacuo. The sample was redissolved in methanol and loaded onto C18 reverse phase SPE (0.5 g). Product was eluted w...